From a dataset of the Open Reaction Database (ORD), a public repository of structured organic reaction records. describe an organic reaction: reactants, conditions, products, and yield Starting materials: BrC1=C(C(=CC=2N(C(=NC21)NC2CC2)[C@@H]2[C@@H](OC(C)=O)[C@@H](OC(C)=O)[C@@H](O2)COC(C)=O)Cl)Cl (4-Bromo-2-(cyclopropylamino)-5,6-dichloro-1-(2,3,5-tri-O-acetyl-beta-L-ribofuranosyl)-1H-benzimidazole), CO (methanol), C([O-])([O-])=O.[Na+].[Na+] (sodium carbonate), O (water). Solvent: C(C)O (ethanol). Product: BrC1=C(C(=CC=2N(C(=NC21)NC2CC2)[C@@H]2[C@@H](O)[C@@H](O)[C@@H](O2)CO)Cl)Cl (4-Bromo-2-(cyclopropylamino)-5,6-dichloro-1-(beta-L-ribofuranosyl)-1H-benzimidazole). Isolated yield 35.5%. Reaction SMILES: [Br:1][C:2]1[C:10]2[N:9]=[C:8]([NH:11][CH:12]3[CH2:14][CH2:13]3)[N:7]([C@H:15]3[O:27][C@@H:26]([CH2:28][O:29]C(=O)C)[C@H:21]([O:22]C(=O)C)[C@@H:16]3[O:17]C(=O)C)[C:6]=2[CH:5]=[C:4]([Cl:33])[C:3]=1[Cl:34].C(=O)([O-])[O-].[Na+].[Na+].O.CO>C(O)C>[Br:1][C:2]1[C:10]2[N:9]=[C:8]([NH:11][CH:12]3[CH2:13][CH2:14]3)[N:7]([C@H:15]3[O:27][C@@H:26]([CH2:28][OH:29])[C@H:21]([OH:22])[C@@H:16]3[OH:17])[C:6]=2[CH:5]=[C:4]([Cl:33])[C:3]=1[Cl:34] |f:1.2.3|. Procedure details: 4-Bromo-2-(cyclopropylamino)-5,6-dichloro-1-(2,3,5-tri-O-acetyl-beta-L-ribofuranosyl)-1H-benzimidazole (1.01 g, 1.74 mmol), sodium carbonate (0.265 g, 2.50 mmol), water (4 mL), methanol (5 mL), and ethanol (8 mL) were used according to general procedure III. The product was purified using silica gel chromatography using 10:1 dichloromethane/methanol to afford 0.28 g (36%) of a white solid: m.p. 205-208° C. Anal. calcd for C15H16Cl2BrN3O4-(0.25 C4H7O2): C, 40.45; H, 3.82; N, 8.84 Found: C, 40.38;... The reactants are C(C)(C)(C)OC(=O)N1CC(C2=CC=C(C=C12)[N+](=O)[O-])CCl (1-(t-Butoxycarbonyl)-3-(chloromethyl)-6-nitroindoline), C(=O)(O)C=1NC2=CC(=CC=C2C1)C(=O)NC(CO)CO (2-carboxy-N-(1,3-dihydroxy-2-propyl)indole-6-carboxamide). Run in CCOC(=O)C (EtOAc). The product is ClCC1CN(C2=CC(=CC=C12)[N+](=O)[O-])C(=O)C=1NC2=CC(=CC=C2C1)C(=O)NC(CO)CO (2-[[3-(chloromethyl)-6-nitroindolin-1-yl]carbonyl]-N-(1,3-dihydroxy-2-propyl)indole-6-carboxamide). Isolated yield 29.0%. Reaction SMILES: C(O[C:6]([N:8]1[C:16]2[C:11](=[CH:12][CH:13]=[C:14]([N+:17]([O-:19])=[O:18])[CH:15]=2)[CH:10]([CH2:20][Cl:21])[CH2:9]1)=[O:7])(C)(C)C.C([C:25]1[NH:26][C:27]2[C:32]([CH:33]=1)=[CH:31][CH:30]=[C:29]([C:34]([NH:36][CH:37]([CH2:40][OH:41])[CH2:38][OH:39])=[O:35])[CH:28]=2)(O)=O>CCOC(C)=O>[Cl:21][CH2:20][CH:10]1[C:11]2[C:16](=[CH:15][C:14]([N+:17]([O-:19])=[O:18])=[CH:13][CH:12]=2)[N:8]([C:6]([C:25]2[NH:26][C:27]3[C:32]([CH:33]=2)=[CH:31][CH:30]=[C:29]([C:34]([NH:36][CH:37]([CH2:38][OH:39])[CH2:40][OH:41])=[O:35])[CH:28]=3)=[O:7])[CH2:9]1. Procedure details: 1-(t-Butoxycarbonyl)-3-(chloromethyl)-6-nitroindoline was coupled with 2-carboxy-N-(1,3-dihydroxy-2-propyl)indole-6-carboxamide by the method described above, the EtOAc layer dried (Na2SO4), evaporated, and the residue recrystallised from EtOH to give 2-[[3-(chloromethyl)-6-nitroindolin-1-yl]carbonyl]-N-(1,3-dihydroxy-2-propyl)indole-6-carboxamide as a cream powder (29%), mp 230-231° C. (dec.). 1H NMR [(CD3)2SO] δ12.13 (s, 1H, indole NH), 8.98 (d, J=2.1 Hz, 1H, H-7), 8.05 (dd, J=8.3, 2.2 Hz, 1H,... Reactants: C(C)(C)(C)NS(=O)(=O)C1=C(C=CC=C1)B(O)O (2-[(tert-butyl amino)sulfonyl]phenyl boronic acid), O (water), [OH-].[Na+] (NaOH), BrC1=CC=C(N)C=C1 (4-bromoaniline). The reagents and catalysts are C=1C=CC(=CC1)[P](C=2C=CC=CC2)(C=3C=CC=CC3)[Pd]([P](C=4C=CC=CC4)(C=5C=CC=CC5)C=6C=CC=CC6)([P](C=7C=CC=CC7)(C=8C=CC=CC8)C=9C=CC=CC9)[P](C=1C=CC=CC1)(C=1C=CC=CC1)C=1C=CC=CC1 (Pd(Ph3P)4). Run in C1(=CC=CC=C1)C (toluene), C(C)(C)O (isopropanol). Yields the product NC1=CC=C(C=C1)C1=C(C=CC=C1)S(=O)(=O)NC(C)(C)C ({[2-(4-aminophenyl)phenyl]sulfonyl}(tert-butyl)amine). Reaction SMILES: [C:1]([NH:5][S:6]([C:9]1[CH:14]=[CH:13][CH:12]=[CH:11][C:10]=1B(O)O)(=[O:8])=[O:7])([CH3:4])([CH3:3])[CH3:2].O.[OH-].[Na+].Br[C:22]1[CH:28]=[CH:27][C:25]([NH2:26])=[CH:24][CH:23]=1>C1(C)C=CC=CC=1.C1C=CC([P]([Pd]([P](C2C=CC=CC=2)(C2C=CC=CC=2)C2C=CC=CC=2)([P](C2C=CC=CC=2)(C2C=CC=CC=2)C2C=CC=CC=2)[P](C2C=CC=CC=2)(C2C=CC=CC=2)C2C=CC=CC=2)(C2C=CC=CC=2)C2C=CC=CC=2)=CC=1.C(O)(C)C>[NH2:26][C:25]1[CH:27]=[CH:28][C:22]([C:10]2[CH:11]=[CH:12][CH:13]=[CH:14][C:9]=2[S:6]([NH:5][C:1]([CH3:4])([CH3:3])[CH3:2])(=[O:8])=[O:7])=[CH:23][CH:24]=1 |f:2.3,^1:39,41,60,79|. Reported procedure: To a solution of 2-[(tert-butyl amino)sulfonyl]phenyl boronic acid (6.00 g, 23.35 mmol) in 120 ml toluene was added water (16 ml), isopropanol (60 ml), and NaOH (40 ml, 5M aqueous solution). To this were added 4-bromoaniline and Pd(Ph3P)4. This heterogeneous mixture is then refluxed for 6 hr, then stirred at room temperature over night before refluxing for another 1.5 hr. The reaction mixture is then extracted with water and ethyl acetate. The aqueous layer is extracted twice with ethyl acetate.... Reactants: N#CC1CC(F)CN1C(=O)CBr, CC#N, CC(C)NC(C)C, CCOC(=O)C12CCC(N)(CC1)CC2, O. Yields the product CCOC(=O)C12CCC(NCC(=O)N3CC(F)CC3C#N)(CC1)CC2. Reaction SMILES: [Br:22][CH2:23][C:24](=[O:25])[N:26]1[CH:27]([C:32]#[N:33])[CH2:28][CH:29]([F:31])[CH2:30]1.[CH3:35][C:36]#[N:37].[CH:15]([NH:16][CH:17]([CH3:18])[CH3:19])([CH3:20])[CH3:21].[NH2:1][C:2]12[CH2:3][CH2:4][C:5]([C:10](=[O:11])[O:12][CH2:13][CH3:14])([CH2:6][CH2:7]1)[CH2:8][CH2:9]2.[OH2:34]>>[NH:1]([C:2]12[CH2:3][CH2:4][C:5]([C:10](=[O:11])[O:12][CH2:13][CH3:14])([CH2:6][CH2:7]1)[CH2:8][CH2:9]2)[CH2:23][C:24](=[O:25])[N:26]1[CH:27]([C:32]#[N:33])[CH2:28][CH:29]([F:31])[CH2:30]1. Starting materials: COC=1C(=C(CC=2C=CC(=C(C(=O)OC)C2)C=2C=NC=CC2)C(=C(C1OC)OC)OC)C (Methyl 5-(3,4,5,6-tetramethoxy-2-methylbenzyl)-2-(3-pyridyl)benzoate). Run in aqueous solution, [OH-].[Na+] (sodium hydroxide), O1CCOCC1 (1,4-dioxane), O (water). Reaction conditions: time 16 hour. The product is COC=1C(=C(CC=2C=CC(=C(C(=O)O)C2)C=2C=NC=CC2)C(=C(C1OC)OC)OC)C (5-(3,4,5,6-Tetramethoxy-2-methylbenzyl)-2-(3-pyridyl)benzoic acid). The yield is 87.8%. RXN SMILES: [CH3:1][O:2][C:3]1[C:4]([CH3:32])=[C:5]([C:23]([O:30][CH3:31])=[C:24]([O:28][CH3:29])[C:25]=1[O:26][CH3:27])[CH2:6][C:7]1[CH:8]=[CH:9][C:10]([C:17]2[CH:18]=[N:19][CH:20]=[CH:21][CH:22]=2)=[C:11]([CH:16]=1)[C:12]([O:14]C)=[O:13]>[OH-].[Na+].O1CCOCC1.O>[CH3:1][O:2][C:3]1[C:4]([CH3:32])=[C:5]([C:23]([O:30][CH3:31])=[C:24]([O:28][CH3:29])[C:25]=1[O:26][CH3:27])[CH2:6][C:7]1[CH:8]=[CH:9][C:10]([C:17]2[CH:18]=[N:19][CH:20]=[CH:21][CH:22]=2)=[C:11]([CH:16]=1)[C:12]([OH:14])=[O:13] |f:1.2|. Reported procedure: Methyl 5-(3,4,5,6-tetramethoxy-2-methylbenzyl)-2-(3-pyridyl)benzoate (1.20 g, 2.7459 mmol) was dissolved in a mixed solution of a 1N aqueous solution of sodium hydroxide (13.7 ml) and 1,4-dioxane (30 ml) followed by stirring at room temperature for 16 hours. The reaction solution was diluted with water (200 ml), washed with ether, acidified with concentrated hydrochloric acid and extracted with ether. The extract was washed with water and dried and the solvent was evaporated therefrom to give th... The reactants are COC1=C(C(=O)O)C=C(C=C1)C(F)(F)F (2-methoxy-5-(trifluoromethyl)benzoic acid), S(=O)(Cl)Cl (thionyl chloride). Conditions: time 2 hour. Yields the product COC1=C(C(=O)Cl)C=C(C=C1)C(F)(F)F (2-methoxy-5-(trifluoromethyl)benzoyl chloride). As a reaction SMILES: [CH3:1][O:2][C:3]1[CH:11]=[CH:10][C:9]([C:12]([F:15])([F:14])[F:13])=[CH:8][C:4]=1[C:5](O)=[O:6].S(Cl)([Cl:18])=O>>[CH3:1][O:2][C:3]1[CH:11]=[CH:10][C:9]([C:12]([F:15])([F:14])[F:13])=[CH:8][C:4]=1[C:5]([Cl:18])=[O:6]. Procedure: A solution of the 2-methoxy-5-(trifluoromethyl)benzoic acid (0.68 g, 3.1 mmol) in thionyl chloride (10 mL) was warmed to reflux and was allowed to stir for 2 h. The mixture was cooled to ambient temperature, concentrated under reduced pressure and diluted with 10 mL toluene. This material was again concentrated under reduced pressure and was again diluted with 10 mL toluene. This concentration and dilution was repeated for an additional time and the crude acid chloride was carried on. The reactants are BrC1=C(C(=O)N=C=O)C=CC=C1 (2-Bromobenzoyl isocyanate), CC1=C(C=CC(=N1)N)C1=CC=CC=C1 (6-methyl-5-phenyl-2-pyridylamine). Run in C(C)(=O)OCC (ethyl acetate). Product: BrC1=C(C(=O)NC(=O)NC2=NC(=C(C=C2)C2=CC=CC=C2)C)C=CC=C1 (1-(2-BROMOBENZOYL)-3-(6-METHYL-5-PHENYL-2-PYRIDYL)UREA). Reaction SMILES: [Br:1][C:2]1[CH:12]=[CH:11][CH:10]=[CH:9][C:3]=1[C:4]([N:6]=[C:7]=[O:8])=[O:5].[CH3:13][C:14]1[N:19]=[C:18]([NH2:20])[CH:17]=[CH:16][C:15]=1[C:21]1[CH:26]=[CH:25][CH:24]=[CH:23][CH:22]=1>C(OCC)(=O)C>[Br:1][C:2]1[CH:12]=[CH:11][CH:10]=[CH:9][C:3]=1[C:4]([NH:6][C:7]([NH:20][C:18]1[CH:17]=[CH:16][C:15]([C:21]2[CH:26]=[CH:25][CH:24]=[CH:23][CH:22]=2)=[C:14]([CH3:13])[N:19]=1)=[O:8])=[O:5]. Procedure details: 2-Bromobenzoyl isocyanate (650 mg) is reacted with 6-methyl-5-phenyl-2-pyridylamine (500 mg) in 25 ml of ethyl acetate. A precipitate forms which upon filtering constitutes the desired product. Reactants: O=C(O)Cc1ccc2c(c1)C(=O)c1ccccc1CO2, NC1CCCCC1. Reagents/catalysts: C1CCN(C1)C(=[N+]2CCCC2)Cl.F[P-](F)(F)(F)(F)F (PyCIU), CCN(C(C)C)C(C)C (DIPEA). Run in CN(C)C=O (DMF), CN(C)C=O (DMF), CN(C)C=O (DMF), CN(C)C=O (DMF), CN(C)C=O (DMF), CN(C)C=O (DMF). Conditions: temperature 25 celsius, time 2 hour. Product: O=C(Cc1ccc2c(c1)C(=O)c1ccccc1CO2)NC1CCCCC1. The yield is 17.0%. As a reaction SMILES: NC1CCCCC1.O=C(O)Cc1ccc2c(c1)C(=O)c1ccccc1CO2.C1CCN(C1)C(=[N+]2CCCC2)Cl.F[P-](F)(F)(F)(F)F.CCN(C(C)C)C(C)C.CN(C)C=O>>O=C(Cc1ccc2c(c1)C(=O)c1ccccc1CO2)NC1CCCCC1. The reactants are Cn1c(=O)[nH]c(=O)c2c1ncn2CC=O, Cc1ccccc1, O, OCCO. Yields the product Cn1c(=O)[nH]c(=O)c2c1ncn2CC1OCCO1. As a reaction SMILES: [CH3:1][n:2]1[c:3](=[O:15])[nH:4][c:5](=[O:14])[c:6]2[n:7]([CH2:11][CH:12]=[O:13])[cH:8][n:9][c:10]12.[CH3:20][c:21]1[cH:22][cH:23][cH:24][cH:25][cH:26]1.[OH2:27].[OH:16][CH2:17][CH2:18][OH:19]>>[CH3:1][n:2]1[c:3](=[O:15])[nH:4][c:5](=[O:14])[c:6]2[n:7]([CH2:11][CH:12]3[O:13][CH2:18][CH2:17][O:16]3)[cH:8][n:9][c:10]12. Starting materials: ClC1=CC=C(C=C1)Cl (1,4-dichlorobenzene), [Al] (aluminum), ClC(C[Si](Cl)(Cl)Cl)Cl ((2,2-dichloroethyl)trichlorosilane). The solvent is CCCCCC (hexane), CCCCCC (hexane). Yields the product ClC1=C(C=C(C=C1)Cl)C(C[Si](Cl)(Cl)Cl)C1=C(C=CC(=C1)Cl)Cl ([2,2-bis(2,5-dichlorophenyl)ethyl]trichlorosilane). Yield: 34.3%. Reaction SMILES: [Cl:1][C:2]1[CH:7]=[CH:6][C:5]([Cl:8])=[CH:4][CH:3]=1.[Al].Cl[CH:11](Cl)[CH2:12][Si:13]([Cl:16])([Cl:15])[Cl:14]>CCCCCC>[Cl:1][C:2]1[CH:7]=[CH:6][C:5]([Cl:8])=[CH:4][C:3]=1[CH:11]([C:6]1[CH:7]=[C:2]([Cl:1])[CH:3]=[CH:4][C:5]=1[Cl:8])[CH2:12][Si:13]([Cl:16])([Cl:15])[Cl:14]. Procedure: In the same apparatus and procedures as EXAMPLE 2 above, 14.70 g (100 mmol) of 1,4-dichlorobenzene and 0.027 g (1.0 mmol) of aluminum foil were alkylated with 4.98 g (21.4 mmol) of (2,2-dichloroethyl)trichlorosilane for 1 hour at 80° C. Freshly distilled hexane (50 ml) was added to the reaction mixture and insoluble solids in hexane were filtered from the organic soultion. After hexane and benzene were distilled, the reaction products were vacuum distilled to give 3.33 g of [2,2-bis(2,5-dichloro...